describe an organic reaction: reactants, conditions, products, and yield From a dataset of the Open Reaction Database (ORD), a public repository of structured organic reaction records. Starting materials: [OH-].[Na+] (NaOH), C(C)OC(=O)C=1N=C(OC1)C1(CC1)NC(=O)OCC1=CC=CC=C1 (2-(1-Benzyloxycarbonylamino-cyclopropyl)-oxazole-4-carboxylic acid ethyl ester), Cl (HCl). Solvent: C1CCOC1 (THF). Conditions: temperature 70 celsius. Product: C(C1=CC=CC=C1)OC(=O)NC1(CC1)C=1OC=C(N1)C(=O)O (2-(1-benzyloxycarbonylamino-cyclopropyl)-oxazole-4-carboxylic acid). Isolated yield 56.2%. RXN SMILES: C([O:3][C:4]([C:6]1[N:7]=[C:8]([C:11]2([NH:14][C:15]([O:17][CH2:18][C:19]3[CH:24]=[CH:23][CH:22]=[CH:21][CH:20]=3)=[O:16])[CH2:13][CH2:12]2)[O:9][CH:10]=1)=[O:5])C.[OH-].[Na+].Cl>C1COCC1>[CH2:18]([O:17][C:15]([NH:14][C:11]1([C:8]2[O:9][CH:10]=[C:6]([C:4]([OH:5])=[O:3])[N:7]=2)[CH2:13][CH2:12]1)=[O:16])[C:19]1[CH:20]=[CH:21][CH:22]=[CH:23][CH:24]=1 |f:1.2|. Procedure: 2-(1-Benzyloxycarbonylamino-cyclopropyl)-oxazole-4-carboxylic acid ethyl ester (0.44 g, 1.3 mmol) was dissolved in THF (10 mL) and to this solution was added 2N NaOH (2.0 mL, 4.0 mmol). The mixture was heated at 70° C. for 17 h. The mixture was neutralized with 2N HCl and extracted with EtOAc (3×100 mL). The combined extracts were washed with water, brine and dried with MgSO4. The mixture was filtered and concentrated to give 2-(1-benzyloxycarbonylamino-cyclopropyl)-oxazole-4-carboxylic acid (0.... Starting materials: [O-]S(=O)[O-].[Na+].[Na+] (Na2SO3), 0, CS(=O)(=O)N (methanesulfonamide), C(C)N1N=C(C=2C1=NC(=NC2N2CC1CCC(C2)O1)C1=CC=C(C=C1)NC(=O)NC)C=C (1-{4-[1-ethyl-4-(8-oxa-3-azabicyclo[3.2.1]oct-3-yl)-3-vinyl-1H-pyrazolo[3,4-d]pyrimidin-6-yl]phenyl}-3-methylurea), C(C)(C)(C)O.O (tert-butanol water). Run at time 8 hour. Yields the product OC(CO)C1=NN(C2=NC(=NC(=C21)N2CC1CCC(C2)O1)C1=CC=C(C=C1)NC(=O)NC)CC (1-{4-[3-(1,2-dihydroxyethyl)-1-ethyl-4-(8-oxa-3-azabicyclo[3.2.1]oct-3-yl)-1H-pyrazolo[3,4-d]pyrimidin-6-yl]phenyl}-3-methylurea). As a reaction SMILES: [CH2:1]([N:3]1[C:7]2=[N:8][C:9]([C:20]3[CH:25]=[CH:24][C:23]([NH:26][C:27]([NH:29][CH3:30])=[O:28])=[CH:22][CH:21]=3)=[N:10][C:11]([N:12]3[CH2:18][CH:17]4[O:19][CH:14]([CH2:15][CH2:16]4)[CH2:13]3)=[C:6]2[C:5]([CH:31]=[CH2:32])=[N:4]1)[CH3:2].CS(N)(=O)=[O:35].[O-]S([O-])=O.[Na+].[Na+].C(O)(C)(C)C.[OH2:49]>>[OH:49][CH:31]([C:5]1[C:6]2[C:7](=[N:8][C:9]([C:20]3[CH:25]=[CH:24][C:23]([NH:26][C:27]([NH:29][CH3:30])=[O:28])=[CH:22][CH:21]=3)=[N:10][C:11]=2[N:12]2[CH2:13][CH:14]3[O:19][CH:17]([CH2:16][CH2:15]3)[CH2:18]2)[N:3]([CH2:1][CH3:2])[N:4]=1)[CH2:32][OH:35] |f:2.3.4,5.6|. Procedure details: To a solution of 1-{4-[1-ethyl-4-(8-oxa-3-azabicyclo[3.2.1]oct-3-yl)-3-vinyl-1H-pyrazolo[3,4-d]pyrimidin-6-yl]phenyl}-3-methylurea (200 mg) (0.46 mmol) in tert-butanol:water (1:1) (8.0 mL) was added AD mix 0 (2.0 g) and methanesulfonamide (400 mg). The mixture was stirred overnight. To the reaction was added 10% Na2SO3 solution and extracted three times with EtOAc. Organics were dried (MgSO4) and filtered off and then concentrated in vacuo. to give a white solid 178 mg. MS m/z=468.2 (M+H)